From a dataset of the Open Reaction Database (ORD), a public repository of structured organic reaction records. describe an organic reaction: reactants, conditions, products, and yield The reactants are CO, Cc1ccc(N)c(C#C[Si](C)(C)C)n1, [Na+], [OH-]. The product is C#Cc1nc(C)ccc1N. As a reaction SMILES: [CH3:17][OH:18].[CH3:1][c:2]1[cH:3][cH:4][c:5]([NH2:14])[c:6]([C:8]#[C:9][Si:10]([CH3:11])([CH3:12])[CH3:13])[n:7]1.[Na+:16].[OH-:15]>>[CH3:1][c:2]1[cH:3][cH:4][c:5]([NH2:14])[c:6]([C:8]#[CH:9])[n:7]1. Reactants: CC(C)(C)OC(=O)Nc1ccc(CCCCn2ccnn2)cc1, CN(C)C=O, [Cl-], O=S(c1ccc(C=Cc2nc(CCl)co2)cc1)C(F)(F)F, [H-], [NH4+], [Na+]. Product: CC(C)(C)OC(=O)N(Cc1coc(C=Cc2ccc(S(=O)C(F)(F)F)cc2)n1)c1ccc(CCCCn2ccnn2)cc1. RXN SMILES: [C:1]([CH3:2])([CH3:3])([CH3:4])[O:5][C:6]([NH:7][c:8]1[cH:9][cH:10][c:11]([CH2:14][CH2:15][CH2:16][CH2:17][n:18]2[n:19][n:20][cH:21][cH:22]2)[cH:12][cH:13]1)=[O:23].[CH3:49][N:50]([CH3:51])[CH:52]=[O:53].[Cl-:47].[Cl:26][CH2:27][c:28]1[n:29][c:30]([CH:33]=[CH:34][c:35]2[cH:36][cH:37][c:38]([S:41](=[O:42])[C:43]([F:44])([F:45])[F:46])[cH:39][cH:40]2)[o:31][cH:32]1.[H-:24].[NH4+:48].[Na+:25]>>[C:1]([CH3:2])([CH3:3])([CH3:4])[O:5][C:6]([N:7]([c:8]1[cH:9][cH:10][c:11]([CH2:14][CH2:15][CH2:16][CH2:17][n:18]2[n:19][n:20][cH:21][cH:22]2)[cH:12][cH:13]1)[CH2:27][c:28]1[n:29][c:30]([CH:33]=[CH:34][c:35]2[cH:36][cH:37][c:38]([S:41](=[O:42])[C:43]([F:44])([F:45])[F:46])[cH:39][cH:40]2)[o:31][cH:32]1)=[O:23]. The reactants are O=[N+]([O-])c1ccc(-n2nnnc2-c2ccccc2-c2ccc(CBr)cc2)cc1, O=C([O-])[O-], CCCCc1nc(Cl)c(CO)[nH]1, [K+], [K+], CN(C)C=O, O. Yields the product CCCCc1nc(Cl)c(CO)n1Cc1ccc(-c2ccccc2-c2nnnn2-c2ccc([N+](=O)[O-])cc2)cc1. RXN SMILES: [Br:19][CH2:20][c:21]1[cH:22][cH:23][c:24](-[c:27]2[c:28](-[c:33]3[n:34][n:35][n:36][n:37]3-[c:38]3[cH:39][cH:40][c:41]([N+:44](=[O:45])[O-:46])[cH:42][cH:43]3)[cH:29][cH:30][cH:31][cH:32]2)[cH:25][cH:26]1.[C:1](=[O:2])([O-:3])[O-:4].[CH2:7]([CH2:8][CH2:9][CH3:10])[c:11]1[nH:12][c:13]([CH2:17][OH:18])[c:14]([Cl:16])[n:15]1.[K+:5].[K+:6].[O:48]=[CH:49][N:50]([CH3:51])[CH3:52].[OH2:47]>>[CH2:7]([CH2:8][CH2:9][CH3:10])[c:11]1[n:12]([CH2:20][c:21]2[cH:22][cH:23][c:24](-[c:27]3[c:28](-[c:33]4[n:34][n:35][n:36][n:37]4-[c:38]4[cH:39][cH:40][c:41]([N+:44](=[O:45])[O-:46])[cH:42][cH:43]4)[cH:29][cH:30][cH:31][cH:32]3)[cH:25][cH:26]2)[c:13]([CH2:17][OH:18])[c:14]([Cl:16])[n:15]1. The yield is 101.3%. Procedure details: 1,1-Dimethylethyl (3S)-3-(azidomethyl)-3-fluoro-1-piperidinecarboxylate (36 g, 139 mmol) was dissolved in ethanol (500 ml) and added under nitrogen to Pd/C (2.6 g, 1.222 mmol). The mixture was hydrogenated at atmospheric pressure overnight. The suspension was filtered and the filtrate evaporated in vacuo to give 1,1-dimethylethyl (3R)-3-(aminomethyl)-3-fluoro-1-piperidinecarboxylate as a pale yellow oil (32.7 g). 1H NMR (CDCl3) 3.75-3.52 ppm (2H, 2×m, 2×CH), 3.30 ppm (1H, dd, CH), 3.20 ppm (1H, ... Reagents/catalysts: [Pd] (Pd/C). The product is NC[C@]1(CN(CCC1)C(=O)OC(C)(C)C)F (1,1-dimethylethyl (3R)-3-(aminomethyl)-3-fluoro-1-piperidinecarboxylate). The reactants are N(=[N+]=[N-])C[C@]1(CN(CCC1)C(=O)OC(C)(C)C)F (1,1-Dimethylethyl (3S)-3-(azidomethyl)-3-fluoro-1-piperidinecarboxylate). The solvent is C(C)O (ethanol). RXN SMILES: [N:1]([CH2:4][C@:5]1([F:18])[CH2:10][CH2:9][CH2:8][N:7]([C:11]([O:13][C:14]([CH3:17])([CH3:16])[CH3:15])=[O:12])[CH2:6]1)=[N+]=[N-]>C(O)C.[Pd]>[NH2:1][CH2:4][C@:5]1([F:18])[CH2:10][CH2:9][CH2:8][N:7]([C:11]([O:13][C:14]([CH3:16])([CH3:15])[CH3:17])=[O:12])[CH2:6]1. Starting materials: C(C)(=O)N[C@H]1C(O)O[C@@H]([C@H]([C@@H]1O)O)CO (N-acetylglucosamine), CC(=O)N[C@@H]1[C@H]([C@@H]([C@H](O[C@H]1O[C@H]([C@@H](CO)O)[C@@H]([C@H](C=O)NC(=O)C)O)CO)O)O (di-N-acetyl-chitobiose), CC(=O)N[C@@H]1[C@H]([C@@H]([C@H](O[C@H]1O[C@@H]2[C@H](O[C@H]([C@@H]([C@H]2O)NC(=O)C)O[C@H]([C@@H](CO)O)[C@@H]([C@H](C=O)NC(=O)C)O)CO)CO)O)O (tri-N-acetyl-chitotriose). The solvent is O (water). The product is CC(=O)N[C@@H]1[C@H]([C@@H]([C@H](O[C@H]1O[C@@H]2[C@H](O[C@H]([C@@H]([C@H]2O)NC(=O)C)O[C@@H]3[C@H](O[C@H]([C@@H]([C@H]3O)NC(=O)C)O[C@@H]4[C@H](O[C@H]([C@@H]([C@H]4O)NC(=O)C)O[C@@H]5[C@H](O[C@H]([C@@H]([C@H]5O)NC(=O)C)O[C@H]([C@@H](CO)O)[C@@H]([C@H](C=O)NC(=O)C)O)CO)CO)CO)CO)CO)O)O (hexa-N-acetylchitohexaose). Reaction SMILES: [C:1]([NH:4][C@@H:5]1[C@@H:11]([OH:12])[C@H:10](O)[C@@H:9]([CH2:14][OH:15])[O:8][CH:6]1O)(=[O:3])[CH3:2].[CH3:16][C:17]([NH:19][C@H:20]1[C@H:25]([O:26][C@@H:27]([C@H:32]([OH:40])[C@@H:33]([NH:36][C:37]([CH3:39])=[O:38])[CH:34]=[O:35])[C@H:28]([OH:31])[CH2:29][OH:30])[O:24][C@H:23]([CH2:41][OH:42])[C@@H:22]([OH:43])[C@@H:21]1[OH:44])=[O:18].[CH3:45][C:46]([NH:48][C@H:49]1[C@H:54]([O:55][C@H:56]2[C@H:61]([OH:62])[C@@H:60]([NH:63][C:64]([CH3:66])=[O:65])[C@H:59]([O:67][C@@H:68]([C@H:73]([OH:81])[C@@H:74]([NH:77][C:78]([CH3:80])=[O:79])[CH:75]=[O:76])[C@H:69]([OH:72])[CH2:70][OH:71])[O:58][C@@H:57]2[CH2:82][OH:83])[O:53][C@H:52]([CH2:84][OH:85])[C@@H:51]([OH:86])[C@@H:50]1[OH:87])=[O:47]>O>[CH3:16][C:17]([NH:19][C@H:20]1[C@H:25]([O:26][C@H:27]2[C@H:32]([OH:40])[C@@H:33]([NH:36][C:37]([CH3:39])=[O:38])[C@H:34]([O:35][C@H:10]3[C@H:11]([OH:12])[C@@H:5]([NH:4][C:1]([CH3:2])=[O:3])[C@H:6]([O:86][C@H:51]4[C@H:50]([OH:87])[C@@H:49]([NH:48][C:46]([CH3:45])=[O:47])[C@H:54]([O:55][C@H:56]5[C@H:61]([OH:62])[C@@H:60]([NH:63][C:64]([CH3:66])=[O:65])[C@H:59]([O:67][C@@H:68]([C@H:73]([OH:81])[C@@H:74]([NH:77][C:78]([CH3:80])=[O:79])[CH:75]=[O:76])[C@H:69]([OH:72])[CH2:70][OH:71])[O:58][C@@H:57]5[CH2:82][OH:83])[O:53][C@@H:52]4[CH2:84][OH:85])[O:8][C@@H:9]3[CH2:14][OH:15])[O:31][C@@H:28]2[CH2:29][OH:30])[O:24][C@H:23]([CH2:41][OH:42])[C@@H:22]([OH:43])[C@@H:21]1[OH:44])=[O:18]. Reported procedure: The combined effluent fractions were freeze-dried to give 36 g of a solid mixture comprising tetra-N-acetylchitotetraose (NACOS-4), penta-N-acetyl-chitopentaose (NACOS-5) and hexa-N-acetyl-chitohexaose (NACOS-6), together with minor proportions of N-acetylglucosamine, di-N-acetyl-chitobiose, tri-N-acetyl-chitotriose. This mixture comprising the water-soluble chitin-oligomers was then chromatographed by a high pressure liquid chromatography on a column of μ-Bondapack CH (a product of Waters Compa... Reactants: COc1nc(N(C(=O)OC(C)(C)C)c2ccc(Br)c(C)c2)ccc1C#N, O=C1CCC(=O)N1Br, ClC(Cl)(Cl)Cl, CC(C)(C#N)N=NC(C)(C)C#N, O. The product is COc1nc(N(C(=O)OC(C)(C)C)c2ccc(Br)c(CBr)c2)ccc1C#N. Reaction SMILES: [Br:1][c:2]1[c:3]([CH3:26])[cH:4][c:5]([N:8]([C:9]([O:10][C:11]([CH3:12])([CH3:13])[CH3:14])=[O:15])[c:16]2[n:17][c:18]([O:24][CH3:25])[c:19]([C:22]#[N:23])[cH:20][cH:21]2)[cH:6][cH:7]1.[Br:27][N:28]1[C:29](=[O:30])[CH2:31][CH2:32][C:33]1=[O:34].[C:48]([Cl:49])([Cl:50])([Cl:51])[Cl:52].[N:35]#[C:36][C:37]([N:38]=[N:39][C:40]([C:41]#[N:42])([CH3:43])[CH3:44])([CH3:45])[CH3:46].[OH2:47]>>[Br:1][c:2]1[c:3]([CH2:26][Br:27])[cH:4][c:5]([N:8]([C:9]([O:10][C:11]([CH3:12])([CH3:13])[CH3:14])=[O:15])[c:16]2[n:17][c:18]([O:24][CH3:25])[c:19]([C:22]#[N:23])[cH:20][cH:21]2)[cH:6][cH:7]1. Reactants: [BH4-].[Na+] (sodium borohydride), OC[C@]12CCC(C=C1C=CC1=C3CCC([C@@]3(C)CC[C@H]21)=O)=O (19-hydroxyandrost-4,6,8(14)-trien-3,17-dione), C1=CC=CC=C1 (benzene). The solvent is CO (methanol). Reaction conditions: time 1 hour. Yields the product O[C@@H]1C=C2C=CC3=C4CC[C@@H]([C@@]4(C)CC[C@@H]3[C@]2(CC1)CO)O (3β,17β,19-trihydroxyandrosta-4,6,8(14)-triene). Reaction SMILES: [OH:1][CH2:2][C@@:3]12[C@@H:20]3[C:11](=[C:12]4[C@@:16]([CH2:18][CH2:19]3)([CH3:17])[C:15](=[O:21])[CH2:14][CH2:13]4)[CH:10]=[CH:9][C:8]1=[CH:7][C:6](=[O:22])[CH2:5][CH2:4]2.[BH4-].[Na+].C1C=CC=CC=1>CO>[OH:22][C@H:6]1[CH2:5][CH2:4][C@@:3]2([CH2:2][OH:1])[C:8]([CH:9]=[CH:10][C:11]3[C@@H:20]2[CH2:19][CH2:18][C@@:16]2([CH3:17])[C:12]=3[CH2:13][CH2:14][C@@H:15]2[OH:21])=[CH:7]1 |f:1.2|. Procedure details: To a mixture of 4.5 g of 19-hydroxyandrost-4,6,8(14)-trien-3,17-dione in 40 ml of methanol, which was cooled externally by an ice-bath, was added 1.8 g of sodium borohydride with stirring. Stirring was continued for 1 hour, 450 ml of benzene was added and the mixture was concentrated at reduced pressure to a small volume. Benzene and a small volume of water was added and the mixture was concentrated again. Subsequent filtration and recrystallization of the precipitate from methanol gave 3β,17β,1...